This data is from the Open Reaction Database (ORD), a public repository of structured organic reaction records. The task is: describe an organic reaction: reactants, conditions, products, and yield The product is CNCCC1=CC=C(C=C1)N\C(\C1=CC=CC=C1)=C\1/C(NC2=CC=C(C=C12)[N+](=O)[O-])=O ((Z)-3-{1-[4-(2-methylamino-ethyl)-phenylamino]-1-phenyl-methylidene}-5-nitro-2-indolinone). Procedure details: Prepared analogously to Example 89 by reacting 3-(1-ethoxy-1-phenyl-methylidene)-5-nitro-2-indolinone and 4-(2-methylamino-ethyl)-aniline. Starting materials: C(C)OC(C1=CC=CC=C1)=C1C(NC2=CC=C(C=C12)[N+](=O)[O-])=O (3-(1-ethoxy-1-phenyl-methylidene)-5-nitro-2-indolinone), CNCCC1=CC=C(N)C=C1 (4-(2-methylamino-ethyl)-aniline). Reaction SMILES: C(O[C:4](=[C:11]1[C:19]2[C:14](=[CH:15][CH:16]=[C:17]([N+:20]([O-:22])=[O:21])[CH:18]=2)[NH:13][C:12]1=[O:23])[C:5]1[CH:10]=[CH:9][CH:8]=[CH:7][CH:6]=1)C.[CH3:24][NH:25][CH2:26][CH2:27][C:28]1[CH:34]=[CH:33][C:31]([NH2:32])=[CH:30][CH:29]=1>>[CH3:24][NH:25][CH2:26][CH2:27][C:28]1[CH:34]=[CH:33][C:31]([NH:32]/[C:4](=[C:11]2\[C:12](=[O:23])[NH:13][C:14]3[C:19]\2=[CH:18][C:17]([N+:20]([O-:22])=[O:21])=[CH:16][CH:15]=3)/[C:5]2[CH:10]=[CH:9][CH:8]=[CH:7][CH:6]=2)=[CH:30][CH:29]=1. Reactants: C1(CC1)NC=1C=CC(=NC1OCC1CC1)C(=O)O (5-cyclopropylamino-6-cyclopropylmethoxy-pyridine-2-carboxylic acid), N[C@H](C(=O)N)CC(C)C ((2S)-2-amino-4-methyl-pentanamide). Yields the product C(N)(=O)[C@H](CC(C)C)NC(=O)C1=NC(=C(C=C1)NC1CC1)OCC1CC1 (5-Cyclopropylamino-6-cyclopropylmethoxy-pyridine-2-carboxylic acid ((S)-1-carbamoyl-3-methyl-butyl)-amide). Reaction SMILES: [CH:1]1([NH:4][C:5]2[CH:6]=[CH:7][C:8]([C:16]([OH:18])=O)=[N:9][C:10]=2[O:11][CH2:12][CH:13]2[CH2:15][CH2:14]2)[CH2:3][CH2:2]1.[NH2:19][C@@H:20]([CH2:24][CH:25]([CH3:27])[CH3:26])[C:21]([NH2:23])=[O:22]>>[C:21]([C@@H:20]([NH:19][C:16]([C:8]1[CH:7]=[CH:6][C:5]([NH:4][CH:1]2[CH2:2][CH2:3]2)=[C:10]([O:11][CH2:12][CH:13]2[CH2:14][CH2:15]2)[N:9]=1)=[O:18])[CH2:24][CH:25]([CH3:27])[CH3:26])(=[O:22])[NH2:23]. Procedure details: The title compound was synthesized in analogy to Example 1, using 5-cyclopropylamino-6-cyclopropylmethoxy-pyridine-2-carboxylic acid (Example 133 b) and (2S)-2-amino-4-methyl-pentanamide (CAN 687-51-4) as starting materials, MS (EI): m/e=361.3 [M+H]+. Starting materials: Brc1cccc(Br)n1, OCCOCc1ccccc1, Cc1ccccc1, [H-], [Na+], O. The product is Brc1cccc(OCCOCc2ccccc2)n1. As a reaction SMILES: [Br:14][c:15]1[n:16][c:17]([Br:21])[cH:18][cH:19][cH:20]1.[CH2:3]([c:4]1[cH:5][cH:6][cH:7][cH:8][cH:9]1)[O:10][CH2:11][CH2:12][OH:13].[CH3:22][c:23]1[cH:24][cH:25][cH:26][cH:27][cH:28]1.[H-:1].[Na+:2].[OH2:29]>>[CH2:3]([c:4]1[cH:5][cH:6][cH:7][cH:8][cH:9]1)[O:10][CH2:11][CH2:12][O:13][c:17]1[n:16][c:15]([Br:14])[cH:20][cH:19][cH:18]1. Starting materials: N-(2-chloro)-2-chloro-4-fluoroaniline, ClCC(=O)NC1=CC(=C(C=C1)F)Cl (N-(2-chloroacetyl)-3-chloro-4-fluoroaniline), 6-chloro-5-fluorine-2-oxindole, [Cl-].[Al+3].[Cl-].[Cl-] (aluminum chloride), Cl (hydrochloric acid). Conditions: time 30 minute. Yields the product ClC1=C(C=C2CC(NC2=C1)=O)F (6-Chloro-5-fluorooxindole). Yield: 7.0%. RXN SMILES: [Cl-].[Al+3].[Cl-].[Cl-].Cl.Cl[CH2:7][C:8]([NH:10][C:11]1[CH:16]=[CH:15][C:14]([F:17])=[C:13]([Cl:18])[CH:12]=1)=[O:9]>>[Cl:18][C:13]1[CH:12]=[C:11]2[C:16]([CH2:7][C:8](=[O:9])[NH:10]2)=[CH:15][C:14]=1[F:17] |f:0.1.2.3|. Procedure: A 26.63 g. sample of the N-(2-chloro)-2-chloro-4-fluoroaniline was thoroughly mixed with 64 g. of anhydrous aluminum chloride, and the mixture was heated at 210°-230° C. for 8.5 hours. The reaction mixture was then poured onto a mixture of ice an 1N hydrochloric acid, with stirring. Stirring was continued for 30 minutes, and then the solid was collected by filtration (22.0 g.). The solid was dissolved in 1:1 ethyl acetate-hexane and chromatographed on 800 g. of silica gel. Elution of the column,...